Dataset: the Open Reaction Database (ORD), a public repository of structured organic reaction records. Task: describe an organic reaction: reactants, conditions, products, and yield Starting materials: FC1=C(C#N)C=C(C(=C1)[N+](=O)[O-])NC (2-Fluoro-5-methylamino-4-nitro-benzonitrile). Reagents/catalysts: [Pd] (Pd/C). Run in CCO (EtOH). The product is NC1=CC(=C(C#N)C=C1NC)F (4-amino-2-fluoro-5-methylamino-benzonitrile). As a reaction SMILES: [F:1][C:2]1[CH:9]=[C:8]([N+:10]([O-])=O)[C:7]([NH:13][CH3:14])=[CH:6][C:3]=1[C:4]#[N:5]>CCO.[Pd]>[NH2:10][C:8]1[C:7]([NH:13][CH3:14])=[CH:6][C:3]([C:4]#[N:5])=[C:2]([F:1])[CH:9]=1. Reported procedure: A stirred solution of 2-Fluoro-5-methylamino-4-nitro-benzonitrile (1.0 g, 0.0051 mol) in EtOH (20 mL) was hydrogenated using Pd/C for 3 h at room temperature. The reaction was filtered through CELITE® and the filter bed was thoroughly washed with EtOH. The resulting solution was concentrated to afford the crude 4-amino-2-fluoro-5-methylamino-benzonitrile as a brownish black solid. C8H8FN3; Crude LCMS (M+1): 166.2; LCMS Purity: 85.05%. Reactants: C(C)(=O)O (acetic acid), C(C)(C)(C)OC(=O)C1(C(C=CC1=O)CC(=O)OC)C\C=C/CC (5-tert-butoxycarbonyl-4-methoxycarbonylmethyl-5-(cis-2-pentenyl)-2-cyclopentenone), C(C)(C)(C)OC(=O)C1(C(C=CC1=O)CC(=O)OC)C\C=C/CC (5-tert-butoxycarbonyl-4-methoxycarbonylmethyl-5-(cis-2-pentenyl)-2-cyclopentenone), [BH4-].[Na+] (sodium borohydride). Solvent: CO (methanol). The product is C(C)(C)(C)OC(=O)C1(C(CCC1CC(=O)OC)O)C\C=C/CC (2-tert-butoxycarbonyl-3-methoxycarbonylmethyl-2-(cis-2-pentenyl)-cyclopentanol). Reaction SMILES: [C:1]([O:5][C:6]([C:8]1([CH2:19]/[CH:20]=[CH:21]\[CH2:22][CH3:23])[C:12](=[O:13])[CH:11]=[CH:10][CH:9]1[CH2:14][C:15]([O:17][CH3:18])=[O:16])=[O:7])([CH3:4])([CH3:3])[CH3:2].[BH4-].[Na+].C(O)(=O)C>CO>[C:1]([O:5][C:6]([C:8]1([CH2:19]/[CH:20]=[CH:21]\[CH2:22][CH3:23])[CH:9]([CH2:14][C:15]([O:17][CH3:18])=[O:16])[CH2:10][CH2:11][CH:12]1[OH:13])=[O:7])([CH3:2])([CH3:4])[CH3:3] |f:1.2|. Reported procedure: A 740 mg quantity of 5-tert-butoxycarbonyl-4-methoxycarbonylmethyl-5-(cis-2-pentenyl)-2-cyclopentenone (compound (2-b)) and 120 mg of sodium borohydride are dissolved in 100 ml of methanol, and the solution is refluxed for one hour. On completion of the reaction, 2 ml of acetic acid is added to the reaction mixture. The resulting mixture is concentrated in a vacuum. The residue is distilled in a vacuum, giving 2-tert-butoxycarbonyl-3-methoxycarbonylmethyl-2-(cis-2-pentenyl)-cyclopentanol (compou... Starting materials: Cl.NN1C(=NC=C1)C (1-amino-2-methylimidazole hydrochloride), OC1=C(C=C(C=O)C=C1C(C)(C)C)C(C)(C)C (4-hydroxy-3,5-di-tert.-butylbenzaldehyde). The solvent is C(C)O (ethanol). Conditions: time 1 hour. Product: OC1=C(C=C(C=NN2C(=NC=C2)C)C=C1C(C)(C)C)C(C)(C)C (1-(4-hydroxy-3,5-di-tert.-butylbenzylideneamino)-2-methylimidazole). As a reaction SMILES: Cl.[NH2:2][N:3]1[CH:7]=[CH:6][N:5]=[C:4]1[CH3:8].[OH:9][C:10]1[C:17]([C:18]([CH3:21])([CH3:20])[CH3:19])=[CH:16][C:13]([CH:14]=O)=[CH:12][C:11]=1[C:22]([CH3:25])([CH3:24])[CH3:23]>C(O)C>[OH:9][C:10]1[C:17]([C:18]([CH3:20])([CH3:19])[CH3:21])=[CH:16][C:13]([CH:14]=[N:2][N:3]2[CH:7]=[CH:6][N:5]=[C:4]2[CH3:8])=[CH:12][C:11]=1[C:22]([CH3:25])([CH3:24])[CH3:23] |f:0.1|. Procedure details: 5.35 g of 1-amino-2-methylimidazole hydrochloride are dissolved in 300 ml of ethanol, whereupon 9.3 g of 4-hydroxy-3,5-di-tert.-butylbenzaldehyde are added. The mixture is stirred at room temperature for 1 hour and then evaporated in a vacuum. 150 ml of ice-water and 200 ml of methylene chloride are added to the residue and the mixture is neutralized (pH=7) with saturated sodium bicarbonate solution. The methylene chloride phase is separated and the aqueous phase is extracted with 100 ml of meth...